Task: describe an organic reaction: reactants, conditions, products, and yield. Dataset: the Open Reaction Database (ORD), a public repository of structured organic reaction records Starting materials: [Br-], CC#C[Mg+], CCC1=C2c3cc4c(cc3CC[NH+]2Cc2c1ccc(OC)c2OC)OCO4, CCOCC, [I-], C1CCOC1. The product is CC#CC1c2c(ccc(OC)c2OC)C(CC)=C2c3cc4c(cc3CCN21)OCO4. Reaction SMILES: [Br-:29].[C:30](#[C:31][CH3:32])[Mg+:33].[CH2:1]([CH3:2])[C:3]1=[C:12]2[NH+:11]([CH2:10][c:9]3[c:4]1[cH:5][cH:6][c:7]([O:26][CH3:27])[c:8]3[O:24][CH3:25])[CH2:20][CH2:19][c:18]1[c:13]2[cH:14][c:15]2[c:16]([cH:17]1)[O:21][CH2:22][O:23]2.[CH3:39][CH2:40][O:41][CH2:42][CH3:43].[I-:28].[O:34]1[CH2:35][CH2:36][CH2:37][CH2:38]1>>[CH2:1]([CH3:2])[C:3]1=[C:12]2[N:11]([CH:10]([C:30]#[C:31][CH3:32])[c:9]3[c:4]1[cH:5][cH:6][c:7]([O:26][CH3:27])[c:8]3[O:24][CH3:25])[CH2:20][CH2:19][c:18]1[c:13]2[cH:14][c:15]2[c:16]([cH:17]1)[O:21][CH2:22][O:23]2. The reactants are O=C([O-])[O-], C1CCOC1, COC(=O)c1nc(O)c(-c2cccc(C(F)(F)F)c2)cc1C, CI, COC(=O)c1c(C)cc(-c2cccc(C(F)(F)F)c2)c(=O)n1C, CO, O=C(Cl)C(=O)Cl, ClCCl, [Cs+], [Cs+], [Li+], C1CCN(C2CCNCC2)C1, CN(C)C=O, CN(C)C=O, [OH-]. Product: Cc1cc(-c2cccc(C(F)(F)F)c2)c(=O)n(C)c1C(=O)N1CCC(N2CCCC2)CC1. RXN SMILES: [C:25](=[O:26])([O-:27])[O-:28].[CH2:83]1[O:84][CH2:85][CH2:86][CH2:87]1.[CH3:1][O:2][C:3]([c:4]1[c:5]([CH3:6])[cH:7][c:8](-[c:9]2[cH:10][cH:11][cH:12][c:13]([C:14]([F:15])([F:16])[F:17])[cH:18]2)[c:19]([OH:20])[n:21]1)=[O:22].[CH3:23][I:24].[CH3:31][O:32][C:33](=[O:34])[c:35]1[n:36]([CH3:53])[c:37](=[O:52])[c:38](-[c:42]2[cH:43][c:44]([C:48]([F:49])([F:50])[F:51])[cH:45][cH:46][cH:47]2)[cH:39][c:40]1[CH3:41].[CH3:88][OH:89].[Cl:56][C:57]([C:58]([Cl:59])=[O:60])=[O:61].[Cl:90][CH2:91][Cl:92].[Cs+:29].[Cs+:30].[Li+:54].[N:67]1([CH:72]2[CH2:73][CH2:74][NH:75][CH2:76][CH2:77]2)[CH2:68][CH2:69][CH2:70][CH2:71]1.[O:62]=[CH:63][N:64]([CH3:65])[CH3:66].[O:78]=[CH:79][N:80]([CH3:81])[CH3:82].[OH-:55]>>[C:33](=[O:34])([c:35]1[n:36]([CH3:53])[c:37](=[O:52])[c:38](-[c:42]2[cH:43][c:44]([C:48]([F:49])([F:50])[F:51])[cH:45][cH:46][cH:47]2)[cH:39][c:40]1[CH3:41])[N:75]1[CH2:74][CH2:73][CH:72]([N:67]2[CH2:68][CH2:69][CH2:70][CH2:71]2)[CH2:77][CH2:76]1. Reactants: C(C1=CC=CC=C1)OC1=C(C=CC=C1)C(C(=O)O)C(O)C1CCCCC1 ((2RS,3RS)-2-(2-benzyloxyphenyl)-3-cyclohexyl-3-hydroxypropionic acid), CC[C@H]1CN2CC[C@H]1C[C@H]2[C@@H](C3=C4C=C(C=CC4=NC=C3)OC)O (hydroquinine). Run in ClCCl (dichloromethane). Product: CC[C@H]1CN2CC[C@H]1C[C@H]2[C@@H](C3=C4C=C(C=CC4=NC=C3)OC)O (hydroquinine), C(C1=CC=CC=C1)OC1=C(C=CC=C1)[C@H](C(=O)O)[C@@H](O)C1CCCCC1 ((2S,3S)-2-(2-benzyloxyphenyl)-3-cyclohexyl-3-hydroxypropionic acid). Yield: 42.4%. As a reaction SMILES: [CH2:1]([O:8][C:9]1[CH:14]=[CH:13][CH:12]=[CH:11][C:10]=1[CH:15]([CH:19]([CH:21]1[CH2:26][CH2:25][CH2:24][CH2:23][CH2:22]1)[OH:20])[C:16]([OH:18])=[O:17])[C:2]1[CH:7]=[CH:6][CH:5]=[CH:4][CH:3]=1.[CH3:27][CH2:28][C@@H:29]1[C@@H:34]2[CH2:35][C@@H:36]([C@H:37]([OH:50])[C:38]3[CH:47]=[CH:46][N:45]=[C:44]4[C:39]=3[CH:40]=[C:41]([O:48][CH3:49])[CH:42]=[CH:43]4)[N:31]([CH2:32][CH2:33]2)[CH2:30]1>ClCCl>[CH3:27][CH2:28][C@@H:29]1[C@@H:34]2[CH2:35][C@@H:36]([C@H:37]([OH:50])[C:38]3[CH:47]=[CH:46][N:45]=[C:44]4[C:39]=3[CH:40]=[C:41]([O:48][CH3:49])[CH:42]=[CH:43]4)[N:31]([CH2:32][CH2:33]2)[CH2:30]1.[CH2:1]([O:8][C:9]1[CH:14]=[CH:13][CH:12]=[CH:11][C:10]=1[C@@H:15]([C@H:19]([CH:21]1[CH2:26][CH2:25][CH2:24][CH2:23][CH2:22]1)[OH:20])[C:16]([OH:18])=[O:17])[C:2]1[CH:3]=[CH:4][CH:5]=[CH:6][CH:7]=1. Procedure details: To a solution of (2RS,3RS)-2-(2-benzyloxyphenyl)-3-cyclohexyl-3-hydroxypropionic acid (354 mg) in dichloromethane (7 ml) was added hydroquinine (326 mg) and the mixture was stirred to be a clear solution. The solvent was evaporated under reduced pressure and the residue was crystallized from ethyl acetate. Precipitates were recrystallized from a mixture of ethyl acetate and ethanol (50:1) to afford hydroquinine salt of (2S,3S)-2-(2-benzyloxyphenyl)-3-cyclohexyl-3-hydroxypropionic acid as crystal... The reactants are [OH-].[Na+] (sodium hydroxide), C(C)(=O)O[BH-](OC(C)=O)OC(C)=O.[Na+] (sodium triacetoxyborohydride), O1C=C(C2=C1C=CC=C2)CC=O (2-(benzofuran-3-yl)acetaldehyde), N1CCC(CC1)NC(OC(C)(C)C)=O (tert-butyl 4-piperidylcarbamate). Run in ClCCl (dichloromethane), C(C)(=O)O (acetic acid). Run at time 24 hour. The product is O1C=C(C2=C1C=CC=C2)CCN2CCC(CC2)NC(OC(C)(C)C)=O (Tert-butyl 1-[2-(benzofuran-3-yl)ethyl]-4-piperidylcarbamate). RXN SMILES: C(O[BH-](OC(=O)C)OC(=O)C)(=O)C.[Na+].[O:15]1[C:19]2[CH:20]=[CH:21][CH:22]=[CH:23][C:18]=2[C:17]([CH2:24][CH:25]=O)=[CH:16]1.[NH:27]1[CH2:32][CH2:31][CH:30]([NH:33][C:34](=[O:40])[O:35][C:36]([CH3:39])([CH3:38])[CH3:37])[CH2:29][CH2:28]1.[OH-].[Na+]>ClCCl.C(O)(=O)C>[O:15]1[C:19]2[CH:20]=[CH:21][CH:22]=[CH:23][C:18]=2[C:17]([CH2:24][CH2:25][N:27]2[CH2:28][CH2:29][CH:30]([NH:33][C:34](=[O:40])[O:35][C:36]([CH3:38])([CH3:37])[CH3:39])[CH2:31][CH2:32]2)=[CH:16]1 |f:0.1,4.5|. Procedure details: 13 ml of acetic acid and 61 g of sodium triacetoxyborohydride are added in succession to a solution of 33 g of 2-(benzofuran-3-yl)acetaldehyde and 41.3 g of tert-butyl 4-piperidylcarbamate in 1.4 litres of dichloromethane. After 24 hours' stirring at room temperature, a 20% sodium hydroxide solution is added. After 10 minutes, the reaction mixture is decanted and the organic phase is washed, dried and concentrated. Chromatography over silica gel (cyclohexane/ethyl acetate 30/70) enables the expe... Starting materials: C(CCCCCCCCCCC)S(=O)(=O)C1=CC=C(C(=O)O)C=C1 (4-Dodecylsulfonylbenzoic acid), S(=O)(Cl)Cl (thionyl chloride). Reagents/catalysts: CN(C=O)C (dirnethylformarnide). Reaction conditions: temperature 60 celsius. Yields the product C(CCCCCCCCCCC)S(=O)(=O)C1=CC=C(C(=O)Cl)C=C1 (4-Dodecylsulfonylbenzoyl Chloride). As a reaction SMILES: [CH2:1]([S:13]([C:16]1[CH:24]=[CH:23][C:19]([C:20](O)=[O:21])=[CH:18][CH:17]=1)(=[O:15])=[O:14])[CH2:2][CH2:3][CH2:4][CH2:5][CH2:6][CH2:7][CH2:8][CH2:9][CH2:10][CH2:11][CH3:12].S(Cl)([Cl:27])=O>CN(C)C=O>[CH2:1]([S:13]([C:16]1[CH:24]=[CH:23][C:19]([C:20]([Cl:27])=[O:21])=[CH:18][CH:17]=1)(=[O:15])=[O:14])[CH2:2][CH2:3][CH2:4][CH2:5][CH2:6][CH2:7][CH2:8][CH2:9][CH2:10][CH2:11][CH3:12]. Reported procedure: 4-Dodecylsulfonylbenzoic acid (25.45 g, 71.8 mMole) was added to thionyl chloride (100 mL) together with 2 drops of dirnethylformarnide. The resulting mixture was heated to 60° C. for 3 hours. The solution was then cooled, concentrated under reduced pressure and co-evaporated with ethyl acetate (2×50 mL). The residual solid, assuming a quantitative yield, was taken on to the next step. Yields the product COC(=O)N1CC[C@H]2[C@@](CCC[C@@H]12)(C#CC=1C=C(C=CC1)C)OC(CCCCCCCCCCCCC)=O ((3aR,4S,7aR)-4-tetradecanoyloxy-4-m-tolylethynyl-octahydro-indole-1-carboxylic acid methyl ester). Procedure: Synthesis in analogy to the General Method 1 starting from (3aS,4R,7aS)-4-hydroxy-4-m-tolylethynyl-octahydro-indole-1-carboxylic acid methyl ester and tetradecanoic acid to yield (3aR,4S,7aR)-4-tetradecanoyloxy-4-m-tolylethynyl-octahydro-indole-1-carboxylic acid methyl ester. MS [M+H] 296 (ester elimination ion); RT=2.01 min; UPLC Method I RXN SMILES: [CH3:1][O:2][C:3]([N:5]1[C@@H:13]2[C@@H:8]([C@@:9]([OH:23])([C:14]#[C:15][C:16]3[CH:17]=[C:18]([CH3:22])[CH:19]=[CH:20][CH:21]=3)[CH2:10][CH2:11][CH2:12]2)[CH2:7][CH2:6]1)=[O:4].[C:24](O)(=[O:38])[CH2:25][CH2:26][CH2:27][CH2:28][CH2:29][CH2:30][CH2:31][CH2:32][CH2:33][CH2:34][CH2:35][CH2:36][CH3:37]>>[CH3:1][O:2][C:3]([N:5]1[C@H:13]2[C@H:8]([C@:9]([O:23][C:24](=[O:38])[CH2:25][CH2:26][CH2:27][CH2:28][CH2:29][CH2:30][CH2:31][CH2:32][CH2:33][CH2:34][CH2:35][CH2:36][CH3:37])([C:14]#[C:15][C:16]3[CH:17]=[C:18]([CH3:22])[CH:19]=[CH:20][CH:21]=3)[CH2:10][CH2:11][CH2:12]2)[CH2:7][CH2:6]1)=[O:4]. The reactants are COC(=O)N1CC[C@@H]2[C@](CCC[C@H]12)(C#CC=1C=C(C=CC1)C)O ((3aS,4R,7aS)-4-hydroxy-4-m-tolylethynyl-octahydro-indole-1-carboxylic acid methyl ester), C(CCCCCCCCCCCCC)(=O)O (tetradecanoic acid).